Dataset: the Open Reaction Database (ORD), a public repository of structured organic reaction records. Task: describe an organic reaction: reactants, conditions, products, and yield Reactants: FC(S(=O)(=O)OC1=NC(=CC=C1)CN1N=C(C2=C(C=CC=C12)NC(=O)C1=CN=C2N1C=CC=C2)CC)(F)F (6-((3-ethyl-4-(imidazo[1,2-a]pyridine-3-carboxamido)-1H-indazol-1-yl)methyl)pyridin-2-yl trifluoromethanesulfonate), N1(CCNCC1)C(=O)OC(C)(C)C (tert-butyl piperazine-1-carboxylate), C([O-])([O-])=O.[Cs+].[Cs+] (cesium carbonate), C1(=CC=CC=C1)P(C1=C(C2=CC=CC=C2C=C1)C1=C(C=CC2=CC=CC=C12)P(C1=CC=CC=C1)C1=CC=CC=C1)C1=CC=CC=C1 (rac-2,2′-bis(diphenylphosphino)-1,1′-binaphthyl). Reagents/catalysts: C1=CC=C(C=C1)/C=C/C(=O)/C=C/C2=CC=CC=C2.C1=CC=C(C=C1)/C=C/C(=O)/C=C/C2=CC=CC=C2.C1=CC=C(C=C1)/C=C/C(=O)/C=C/C2=CC=CC=C2.[Pd].[Pd] (tris(dibenzylideneacetonyl)bis-palladium). Run in C1(=CC=CC=C1)C (Toluene). Conditions: temperature 90 celsius. Product: C(C)C1=NN(C2=CC=CC(=C12)NC(=O)C1=CN=C2N1C=CC=C2)CC2=CC=CC(=N2)N2CCN(CC2)C(=O)OC(C)(C)C (tert-butyl 4-(6-((3-ethyl-4-(imidazo[1,2-a]pyridine-3-carboxamido)-1H-indazol-1-yl)methyl)pyridin-2-yl)piperazine-1-carboxylate). Isolated yield 37.5%. As a reaction SMILES: FC(F)(F)S(O[C:7]1[CH:12]=[CH:11][CH:10]=[C:9]([CH2:13][N:14]2[C:22]3[C:17](=[C:18]([NH:23][C:24]([C:26]4[N:30]5[CH:31]=[CH:32][CH:33]=[CH:34][C:29]5=[N:28][CH:27]=4)=[O:25])[CH:19]=[CH:20][CH:21]=3)[C:16]([CH2:35][CH3:36])=[N:15]2)[N:8]=1)(=O)=O.[N:39]1([C:45]([O:47][C:48]([CH3:51])([CH3:50])[CH3:49])=[O:46])[CH2:44][CH2:43][NH:42][CH2:41][CH2:40]1.C(=O)([O-])[O-].[Cs+].[Cs+].C1(P(C2C=CC=CC=2)C2C=CC3C(=CC=CC=3)C=2C2C3C(=CC=CC=3)C=CC=2P(C2C=CC=CC=2)C2C=CC=CC=2)C=CC=CC=1>C1C=CC(/C=C/C(/C=C/C2C=CC=CC=2)=O)=CC=1.C1C=CC(/C=C/C(/C=C/C2C=CC=CC=2)=O)=CC=1.C1C=CC(/C=C/C(/C=C/C2C=CC=CC=2)=O)=CC=1.[Pd].[Pd].C1(C)C=CC=CC=1>[CH2:35]([C:16]1[C:17]2[C:22](=[CH:21][CH:20]=[CH:19][C:18]=2[NH:23][C:24]([C:26]2[N:30]3[CH:31]=[CH:32][CH:33]=[CH:34][C:29]3=[N:28][CH:27]=2)=[O:25])[N:14]([CH2:13][C:9]2[N:8]=[C:7]([N:42]3[CH2:41][CH2:40][N:39]([C:45]([O:47][C:48]([CH3:51])([CH3:50])[CH3:49])=[O:46])[CH2:44][CH2:43]3)[CH:12]=[CH:11][CH:10]=2)[N:15]=1)[CH3:36] |f:2.3.4,6.7.8.9.10|. Reported procedure: To a reaction vial was added 6-((3-ethyl-4-(imidazo[1,2-a]pyridine-3-carboxamido)-1H-indazol-1-yl)methyl)pyridin-2-yl trifluoromethanesulfonate (30 mg, 0.0551 mmol; prepared according to Example 24, Step A), tert-butyl piperazine-1-carboxylate (20.5 mg, 0.110 mmol) and cesium carbonate (53.9 mg, 0.165 mmol). Toluene (2 mL) was added and argon was bubbled through the mixture for 10 minutes. To this solution was added rac-2,2′-bis(diphenylphosphino)-1,1′-binaphthyl (6.86 mg, 0.0110 mmol) and tris(... The reactants are O=C([O-])[O-], C#CCBr, ClCCl, c1ccc2c(CNCC3CCCC3)c3ccccc3cc2c1, [K+], [K+]. Product: C#CCN(Cc1c2ccccc2cc2ccccc12)CC1CCCC1. Reaction SMILES: [C:27](=[O:28])([O-:29])[O-:30].[CH2:23]([C:24]#[CH:25])[Br:26].[CH2:33]([Cl:34])[Cl:35].[CH:1]1([CH2:6][NH:7][CH2:8][c:9]2[c:10]3[cH:11][cH:12][cH:13][cH:14][c:15]3[cH:16][c:17]3[cH:18][cH:19][cH:20][cH:21][c:22]23)[CH2:2][CH2:3][CH2:4][CH2:5]1.[K+:31].[K+:32]>>[CH:1]1([CH2:6][N:7]([CH2:8][c:9]2[c:10]3[cH:11][cH:12][cH:13][cH:14][c:15]3[cH:16][c:17]3[cH:18][cH:19][cH:20][cH:21][c:22]23)[CH2:25][C:24]#[CH:23])[CH2:2][CH2:3][CH2:4][CH2:5]1. Reactants: [N+](=O)([O-])C1CCCCC1 (nitrocyclohexane), C1(CCCCC1)=O (cyclohexanone), C1(CCCCC1)=NO (cyclohexanone oxime), N(=O)OC(C)(C)C (t-butyl nitrite), ClC=1C=C2C(C(=O)N(C2=O)O)=CC1 (4-chloro-N-hydroxyphthalimide). Run in C(C)(=O)O (acetic acid), C1CCCCC1 (Cyclohexane). Run at temperature 80 celsius, time 20 hour. The product is C(C)(=O)OC1CCCCC1 (cyclohexyl acetate). RXN SMILES: N([O:3][C:4](C)(C)[CH3:5])=O.ClC1C=C2C(=O)N(O)C(=O)C2=CC=1.C1(=NO)CCCCC1.[N+](C1CCCCC1)([O-])=O.[C:38]1(=[O:44])[CH2:43][CH2:42][CH2:41][CH2:40][CH2:39]1>C(O)(=O)C.C1CCCCC1>[C:4]([O:44][CH:38]1[CH2:43][CH2:42][CH2:41][CH2:40][CH2:39]1)(=[O:3])[CH3:5]. Procedure details: Cyclohexane (1 ml), t-butyl nitrite (1 mmol), 4-chloro-N-hydroxyphthalimide (0.2 mmol), and acetic acid (1 ml) were placed in a flask and were stirred at 80° C. in an atmosphere of argon gas (1 atm=0.101 MPa) for 20 hours. The resulting reaction mixture was analyzed to find that cyclohexanone oxime, nitrocyclohexane, cyclohexanone, and cyclohexyl acetate were formed in yields of 13%, 9%, 2%, and 2%, respectively. Starting materials: Brc1ccc2c(c1)CNCC2, O=CO. Product: CN1CCc2ccc(Br)cc2C1. RXN SMILES: [Br:1][c:2]1[cH:3][cH:4][c:5]2[c:10]([cH:11]1)[CH2:9][NH:8][CH2:7][CH2:6]2.[CH:12]([OH:13])=[O:14]>>[Br:1][c:2]1[cH:3][cH:4][c:5]2[c:10]([cH:11]1)[CH2:9][N:8]([CH3:12])[CH2:7][CH2:6]2. Reactants: NC(CCCCNC(=O)OCc1ccccc1)C(=O)O, C=C(C)C, [Na+], C1COCCO1, [OH-], O=S(=O)(O)O. Yields the product CC(C)(C)OC(=O)C(N)CCCCNC(=O)OCc1ccccc1. As a reaction SMILES: [CH2:6]([c:7]1[cH:8][cH:9][cH:10][cH:11][cH:12]1)[O:13][C:14](=[O:15])[NH:16][CH2:17][CH2:18][CH2:19][CH2:20][CH:21]([NH2:22])[C:23](=[O:24])[OH:25].[CH3:26][C:27]([CH3:28])=[CH2:29].[Na+:31].[O:32]1[CH2:33][CH2:34][O:35][CH2:36][CH2:37]1.[OH-:30].[S:1](=[O:2])(=[O:3])([OH:4])[OH:5]>>[CH2:6]([c:7]1[cH:8][cH:9][cH:10][cH:11][cH:12]1)[O:13][C:14](=[O:15])[NH:16][CH2:17][CH2:18][CH2:19][CH2:20][CH:21]([NH2:22])[C:23](=[O:24])[O:25][C:27]([CH3:26])([CH3:28])[CH3:29]. The reactants are ClC1=C(C=CC=C1Cl)C1C(=C(NC(=C1C(=O)OC)C)COCC1OC(OC1)(C)C)C(=O)OCC (4-{[4-(2,3-dichlorophenyl)-3-ethoxycarbonyl-5-methoxycarbonyl-6-methyl-1,4-dihydropyrid-2-yl]methoxymethyl}-2,2-dimethyl-1,3-dioxolane). The solvent is C(C)(=O)O (acetic acid). Product: O.ClC1=C(C=CC=C1Cl)C1C(=C(NC(=C1C(=O)OC)C)COCC(CO)O)C(=O)OCC.ClC1=C(C=CC=C1Cl)C1C(=C(NC(=C1C(=O)OC)C)COCC(CO)O)C(=O)OCC (1-{[4-(2,3-Dichlorophenyl)-3-ethoxycarbonyl-5-methoxycarbonyl-6-methyl-1,4-dihydropyrid-2-yl]methoxy}-2,3-dihydroxypropane hemihydrate). The yield is 62.2%. RXN SMILES: [Cl:1][C:2]1[C:7]([Cl:8])=[CH:6][CH:5]=[CH:4][C:3]=1[CH:9]1[C:14]([C:15]([O:17][CH3:18])=[O:16])=[C:13]([CH3:19])[NH:12][C:11]([CH2:20][O:21][CH2:22][CH:23]2[CH2:27][O:26]C(C)(C)[O:24]2)=[C:10]1[C:30]([O:32][CH2:33][CH3:34])=[O:31]>C(O)(=O)C>[OH2:16].[Cl:1][C:2]1[C:7]([Cl:8])=[CH:6][CH:5]=[CH:4][C:3]=1[CH:9]1[C:14]([C:15]([O:17][CH3:18])=[O:16])=[C:13]([CH3:19])[NH:12][C:11]([CH2:20][O:21][CH2:22][CH:23]([OH:24])[CH2:27][OH:26])=[C:10]1[C:30]([O:32][CH2:33][CH3:34])=[O:31].[Cl:1][C:2]1[C:7]([Cl:8])=[CH:6][CH:5]=[CH:4][C:3]=1[CH:9]1[C:14]([C:15]([O:17][CH3:18])=[O:16])=[C:13]([CH3:19])[NH:12][C:11]([CH2:20][O:21][CH2:22][CH:23]([OH:24])[CH2:27][OH:26])=[C:10]1[C:30]([O:32][CH2:33][CH3:34])=[O:31] |f:2.3.4|. Procedure details: A solution of 4-{[4-(2,3-dichlorophenyl)-3-ethoxycarbonyl-5-methoxycarbonyl-6-methyl-1,4-dihydropyrid-2-yl]methoxymethyl}-2,2-dimethyl-1,3-dioxolane (5.9 g) in 60% aqueous acetic acid was stirred at room temperature for 27 hours and then evaporated. The residue was partitioned between ethyl acetate and water and the organic layer was washed with water, dried over Na2SO4 and evaporated. The residue was purified by chromatography on SiO2 (60 g) using toluene plus 0-100% ethyl acetate as the eluant...